From a dataset of the Open Reaction Database (ORD), a public repository of structured organic reaction records. describe an organic reaction: reactants, conditions, products, and yield Reactants: O (water), C(C)C1=C(N)C(=CC=C1)C (2-ethyl-6-methyl aniline), [OH-].[Na+] (NaOH), BrBr (Bromine). The solvent is C(Cl)Cl (DCM), C(Cl)Cl (DCM). Conditions: temperature 7.5 celsius. Yields the product BrC1=CC(=C(N)C(=C1)C)CC (4-bromo-2-ethyl-6-methyl-aniline). The yield is 98.2%. Reaction SMILES: [CH2:1]([C:3]1[CH:9]=[CH:8][CH:7]=[C:6]([CH3:10])[C:4]=1[NH2:5])[CH3:2].[Br:11]Br.[OH-].[Na+].O>C(Cl)Cl>[Br:11][C:8]1[CH:7]=[C:6]([CH3:10])[C:4]([NH2:5])=[C:3]([CH2:1][CH3:2])[CH:9]=1 |f:2.3|. Reported procedure: In a 2.5 L three-necked round-bottom flask 2-ethyl-6-methyl aniline (250 g, 1.85 mol) is dissolved in DCM (900 mL) and cooled to 5-10° C. Bromine (310.3 g, 1.94 mol) is added over a period of 105 min such as to keep the temperature at 5-15° C. An aq. 32% NaOH solution (275 mL) is added over a period of 10 min to the greenish-grey suspension while keeping the temperature of the reaction mixture below 25° C. DCM (70 mL) and water (100 mL) are added and the phases are separated. The aq. phase is ex...